This data is from the Open Reaction Database (ORD), a public repository of structured organic reaction records. The task is: describe an organic reaction: reactants, conditions, products, and yield The reactants are COC=1C=C(CN)C=CC1 (3-methoxy-benzylamine), C(C)(C)C=1C=C(CN)C=CC1 (3-isopropyl-benzylamine), N1=CC=C(C=C1)CCN (2-pyridin-4-yl-ethylamine), COC=1C=C(C=CC1OC)CCN (2-(3,4-dimethoxy-phenyl)-ethylamine). Product: COC(C[C@@H](CCC=C(C)C)C)OC ((R)-8,8-Dimethoxy-2,6-dimethyl-oct-2-ene). RXN SMILES: [CH3:1][O:2][C:3]1[CH:4]=[C:5]([CH:8]=[CH:9][CH:10]=1)[CH2:6]N.N1C=C[C:14](CCN)=[CH:13][CH:12]=1.[CH3:20][O:21]C1C=C(CCN)C=CC=1OC.C(C1C=C(C=CC=1)CN)(C)C>>[CH3:20][O:21][CH:3]([O:2][CH3:1])[CH2:4][C@H:5]([CH3:6])[CH2:8][CH2:9][CH:10]=[C:13]([CH3:14])[CH3:12]. Procedure details: The following compounds can be obtained by a similar procedure, using 3-methoxy-benzylamine, 2-pyridin-4-yl-ethylamine, 2-(3,4-dimethoxy-phenyl)-ethylamine or 3-isopropyl-benzylamine instead of 3-methyl-benzylamine: Reactants: CCOC(=O)N1CC=C(C)CC1C(C)(C)c1ccc(Cl)cc1, [Na+], [OH-], O, OCCOCCO. Yields the product CC1=CCNC(C(C)(C)c2ccc(Cl)cc2)C1. RXN SMILES: [CH2:1]([O:2][C:3](=[O:4])[N:6]1[CH:7]([C:13]([CH3:14])([CH3:15])[c:16]2[cH:17][cH:18][c:19]([Cl:22])[cH:20][cH:21]2)[CH2:8][C:9]([CH3:12])=[CH:10][CH2:11]1)[CH3:5].[Na+:24].[OH-:23].[OH2:32].[OH:25][CH2:26][CH2:27][O:28][CH2:29][CH2:30][OH:31]>>[NH:6]1[CH:7]([C:13]([CH3:14])([CH3:15])[c:16]2[cH:17][cH:18][c:19]([Cl:22])[cH:20][cH:21]2)[CH2:8][C:9]([CH3:12])=[CH:10][CH2:11]1. Starting materials: FC1=CC=C(N)C=C1 (4-fluoroaniline), CC=1C(=NC(=NC1CC)Cl)N1CC2=CC=CC=C2CC1 (5-methyl-6-ethyl-4-(1,2,3,4-tetrahydroisoquinolin-2-yl)-2-chloropyrimidine). Run in CN(C=O)C (dimethylformamide). Product: Cl.CC=1C(=NC(=NC1CC)NC1=CC=C(C=C1)F)N1CC2=CC=CC=C2CC1 (5-methyl-6-ethyl-2-(4-fluorophenylamino)-4-(1,2,3,4-tetrahydroisoquinolin-2-yl)pyrimidine hydrochloride). Yield: 52.2%. Reaction SMILES: [F:1][C:2]1[CH:8]=[CH:7][C:5]([NH2:6])=[CH:4][CH:3]=1.[CH3:9][C:10]1[C:11]([N:19]2[CH2:28][CH2:27][C:26]3[C:21](=[CH:22][CH:23]=[CH:24][CH:25]=3)[CH2:20]2)=[N:12][C:13]([Cl:18])=[N:14][C:15]=1[CH2:16][CH3:17]>CN(C)C=O>[ClH:18].[CH3:9][C:10]1[C:11]([N:19]2[CH2:28][CH2:27][C:26]3[C:21](=[CH:22][CH:23]=[CH:24][CH:25]=3)[CH2:20]2)=[N:12][C:13]([NH:6][C:5]2[CH:7]=[CH:8][C:2]([F:1])=[CH:3][CH:4]=2)=[N:14][C:15]=1[CH2:16][CH3:17] |f:3.4|. Procedure: After 4-fluoroaniline(0.45 ml, 3.6 mmol) was added to a mixture solution of 5-methyl-6-ethyl-4-(1,2,3,4-tetrahydroisoquinolin-2-yl)-2-chloropyrimidine(0.7 g, 2.4 mmol) and dimethylformamide(5 ml), 0.50 g of the titled compound was obtained in accordance with the same procedure as in Step 2 of Example 1. The reactants are CC=1C=CC(=NC1)N (5-methylpyridin-2-amine), C1(C=2C(C(=O)O1)=CC=CC2)=O (phthalic anhydride), CCN(C(C)C)C(C)C (DIEA). Run in C1(=CC=CC=C1)C (toluene). Product: CC=1C=CC(=NC1)N1C(C2=CC=CC=C2C1=O)=O (2-(5-methylpyridin-2-yl)isoindoline-1,3-dione). RXN SMILES: [CH3:1][C:2]1[CH:3]=[CH:4][C:5]([NH2:8])=[N:6][CH:7]=1.[C:9]1(=O)[O:14][C:12](=[O:13])[C:11]2=[CH:15][CH:16]=[CH:17][CH:18]=[C:10]12.CCN(C(C)C)C(C)C>C1(C)C=CC=CC=1>[CH3:1][C:2]1[CH:3]=[CH:4][C:5]([N:8]2[C:12](=[O:13])[C:11]3[C:10](=[CH:18][CH:17]=[CH:16][CH:15]=3)[C:9]2=[O:14])=[N:6][CH:7]=1. Reported procedure: A mixture containing 5-methylpyridin-2-amine (5.4 g, 50 mmol), phthalic anhydride (8.88 g, 60 mmol) and DIEA (19 ml, 110 mmol) in toluene (30 ml) is refluxed for 18 hours, and cooled. The solvent is removed by rotary evaporation. The crude product is purified by silica gel flash chromatography to afford 2-(5-methylpyridin-2-yl)isoindoline-1,3-dione as a dark brown oil. LC-MS m/z: 239.1 (M+1).